From a dataset of the Open Reaction Database (ORD), a public repository of structured organic reaction records. describe an organic reaction: reactants, conditions, products, and yield Reactants: NC1=C(C=C(C(=C1)OCC)OC)C(=O)C1=CC=CC=C1 ((2-amino-4-ethoxy-5-methoxyphenyl)(phenyl)methanone), Cl.NCC(=O)OCC (ethyl glycinate hydrochloride), Cl.C1(=CC=CC=C1)NCC(=O)OCC (ethyl phenylglycinate hydrochloride). Product: C1(=CC=CC=C1)C1C(NC2=C(C(=N1)C1=CC=CC=C1)C=C(C(=C2)OCC)OC)=O (3,5-diphenyl-8-ethoxy-7-methoxy-1,3-dihydro-2H-1,4-benzodiazepin-2-one). Isolated yield 55.0%. As a reaction SMILES: [NH2:1][C:2]1[CH:7]=[C:6]([O:8][CH2:9][CH3:10])[C:5]([O:11][CH3:12])=[CH:4][C:3]=1[C:13]([C:15]1[CH:20]=[CH:19][CH:18]=[CH:17][CH:16]=1)=O.Cl.[NH2:22][CH2:23][C:24]([O:26]CC)=O.Cl.[C:30]1(NCC(OCC)=O)[CH:35]=[CH:34][CH:33]=[CH:32][CH:31]=1>>[C:30]1([CH:23]2[N:22]=[C:13]([C:15]3[CH:20]=[CH:19][CH:18]=[CH:17][CH:16]=3)[C:3]3[CH:4]=[C:5]([O:11][CH3:12])[C:6]([O:8][CH2:9][CH3:10])=[CH:7][C:2]=3[NH:1][C:24]2=[O:26])[CH:35]=[CH:34][CH:33]=[CH:32][CH:31]=1 |f:1.2,3.4|. Procedure: By replacing (2-amino-4,5-dimethoxyphenyl)(phenyl)methanone (XXIaa) in example XXIIaa by (2-amino-4-ethoxy-5-methoxyphenyl)(phenyl)methanone XXIak, and ethyl glycinate hydrochloride by ethyl phenylglycinate hydrochloride, and proceeding in the same manner, the abovenamed product is obtained. Yield: 55%. M: 168–169° C. 1H-NMR (DMSO, 200 MHz): d 1.38–1.42 (m, 3H, CH3), 3.65 (s, 3H, OCH3), 3.98–4.18 (m, 2H, CH2), 4.76 (s, 1H, CH), 6.78 (s, 1H Ar), 6.88 (s, 1H Ar), 7.38–7.58 (m, 10H Ar), 10.49 (s, 1... Starting materials: O (water), C(CC)S(=O)(=O)Cl (propane-1-sulfonyl chloride), [H-].[Na+] (sodium hydride), FC(C(OC1=C(N=C2C(=N1)C=NC=C2)N)C=2C=NC=CC2)(F)F (3-[2,2,2-trifluoro-1-(pyridin-3-yl)ethoxy]-pyrido[3,4-b]pyrazin-2-amine). The solvent is C(C)(=O)OCC (ethyl acetate), C1CCOC1 (THF). Run at temperature 80 celsius. Product: FC(C(OC1=C(N=C2C(=N1)C=NC=C2)NS(=O)(=O)CCC)C=2C=NC=CC2)(F)F (N-{3-[2,2,2-trifluoro-1-(pyridin-3-yl)ethoxy]-pyrido[3,4-b]pyrazin-2-yl}propane-1-sulfonamide). Isolated yield 30.2%. As a reaction SMILES: [F:1][C:2]([F:23])([F:22])[CH:3]([C:16]1[CH:17]=[N:18][CH:19]=[CH:20][CH:21]=1)[O:4][C:5]1[N:10]=[C:9]2[CH:11]=[N:12][CH:13]=[CH:14][C:8]2=[N:7][C:6]=1[NH2:15].[CH2:24]([S:27](Cl)(=[O:29])=[O:28])[CH2:25][CH3:26].[H-].[Na+].O>C1COCC1.C(OCC)(=O)C>[F:23][C:2]([F:1])([F:22])[CH:3]([C:16]1[CH:17]=[N:18][CH:19]=[CH:20][CH:21]=1)[O:4][C:5]1[N:10]=[C:9]2[CH:11]=[N:12][CH:13]=[CH:14][C:8]2=[N:7][C:6]=1[NH:15][S:27]([CH2:24][CH2:25][CH3:26])(=[O:29])=[O:28] |f:2.3|. Reported procedure: 3-[2,2,2-Trifluoro-1-(pyridin-3-yl)ethoxy]-pyrido[3,4-b]pyrazin-2-amine (100 mg, 0.310 mmol) obtained in Step 2 was dissolved in THF (2.50 mL). To this, propane-1-sulfonyl chloride (0.094 mL, 0.840 mmol) and 60% sodium hydride (in oil) (23.0 mg, 0.560 mmol) were added, and the mixture was stirred with heat at 80° C. for 4 hours. The reaction was stopped by addition of water to the reaction mixture, and extraction with ethyl acetate was performed, followed by washing with brine and drying over an... Reactants: CCOC(=O)CC(C#N)=CC(C)C, CO, [K+], [OH-], O. The product is CC(C)C=C(C#N)CC(=O)O. As a reaction SMILES: [C:1](#[N:2])[C:3]([CH2:4][C:5](=[O:6])[O:7][CH2:8][CH3:9])=[CH:10][CH:11]([CH3:12])[CH3:13].[CH3:14][OH:15].[K+:17].[OH-:16].[OH2:18]>>[C:1](#[N:2])[C:3]([CH2:4][C:5](=[O:6])[OH:7])=[CH:10][CH:11]([CH3:12])[CH3:13]. Starting materials: O=C(C(=O)OCC)C(C)NC(C1=CC(=CC=C1)C(F)(F)F)=O (ethyl 2-oxo-3-{[3-(trifluoromethyl)benzoyl]amino}butanoate), C(O)(O)=O.NNC(=N)N (aminoguanidine bicarbonate). Solvent: CCO (EtOH). Yields the product NC1=NN=C(C(N1)=O)C(C)NC(C1=CC(=CC=C1)C(F)(F)F)=O (N-[1-(3-amino-5-oxo-4,5-dihydro-1,2,4-triazin-6-yl)ethyl]-3-(trifluoromethyl)benzamide). Isolated yield 92.3%. Reaction SMILES: O=[C:2]([CH:8]([NH:10][C:11](=[O:22])[C:12]1[CH:17]=[CH:16][CH:15]=[C:14]([C:18]([F:21])([F:20])[F:19])[CH:13]=1)[CH3:9])[C:3](OCC)=[O:4].C(=O)(O)O.[NH2:27][NH:28][C:29]([NH2:31])=[NH:30]>CCO>[NH2:30][C:29]1[NH:31][C:3](=[O:4])[C:2]([CH:8]([NH:10][C:11](=[O:22])[C:12]2[CH:17]=[CH:16][CH:15]=[C:14]([C:18]([F:21])([F:20])[F:19])[CH:13]=2)[CH3:9])=[N:27][N:28]=1 |f:1.2|. Reported procedure: A solution of ethyl 2-oxo-3-{[3-(trifluoromethyl)benzoyl]amino}butanoate (8.75 g, 27.6 mmol) and aminoguanidine bicarbonate (3.75 g, 27.6 mmol) in EtOH(aq) (80%, 200 mL) was heated at reflux for 3h. Concentration gave crude N-[1-(3-amino-5-oxo-4,5-dihydro-1,2,4-triazin-6-yl)ethyl]-3-(trifluoromethyl)benzamide (8.34 g) as a colourless solid which was used without further purification. 1H NMR (DMSO-d6): δ8.87 (d, J=7.5 Hz, 1H), 8.23 (s, 1H), 8.20-8.15 (m, 2H), 7.93-7.89 (m, 1H), 7.75-7.69 (m, 1H),...